Task: describe an organic reaction: reactants, conditions, products, and yield. Dataset: the Open Reaction Database (ORD), a public repository of structured organic reaction records The reactants are [OH-].[Na+] (NaOH), C(=O)O (formic acid), OS(=O)(=O)[O-].[K+] (KHSO4), ClC=1C=C2C(=NC1C1=CC=C(C=C1)C1=CC=C(C=C1)N1N=CC=C1)N=C(N2COCC[Si](C)(C)C)O[C@@H]2CO[C@H]1[C@@H]2OC[C@H]1O ((3R,3aR,6R,6aR)-6-[6-chloro-5-[4-(4-pyrazol-1-ylphenyl)phenyl]-1-(2-trimethylsilylethoxymethyl)imidazo-[4,5-b]pyridin-2-yl]oxy-2,3,3a,5,6,6a-hexahydrofuro[3,2-b]furan-3-ol). Solvent: O (water), C1CCOC1 (THF). Run at temperature 60 celsius, time 8 hour. Product: ClC=1C=C2C(=NC1C1=CC=C(C=C1)C1=CC=C(C=C1)N1N=CC=C1)N=C(N2)O[C@@H]2CO[C@H]1[C@@H]2OC[C@H]1O ((3R,3aR,6R,6aR)-6-[[6-chloro-5-[4-(4-pyrazol-1-ylphenyl)phenyl]-1H-imidazo[4,5-b]pyridin-2-yl]oxy]-2,3,3a,5,6,6a-hexahydrofuro[3,2-b]furan-3-ol). As a reaction SMILES: C(O)=O.OS([O-])(=O)=O.[K+].[Cl:10][C:11]1[CH:12]=[C:13]2[N:36](COCC[Si](C)(C)C)[C:35]([O:45][C@H:46]3[C@H:50]4[O:51][CH2:52][C@@H:53]([OH:54])[C@H:49]4[O:48][CH2:47]3)=[N:34][C:14]2=[N:15][C:16]=1[C:17]1[CH:22]=[CH:21][C:20]([C:23]2[CH:28]=[CH:27][C:26]([N:29]3[CH:33]=[CH:32][CH:31]=[N:30]3)=[CH:25][CH:24]=2)=[CH:19][CH:18]=1.[OH-].[Na+]>O.C1COCC1>[Cl:10][C:11]1[CH:12]=[C:13]2[NH:36][C:35]([O:45][C@H:46]3[C@H:50]4[O:51][CH2:52][C@@H:53]([OH:54])[C@H:49]4[O:48][CH2:47]3)=[N:34][C:14]2=[N:15][C:16]=1[C:17]1[CH:18]=[CH:19][C:20]([C:23]2[CH:28]=[CH:27][C:26]([N:29]3[CH:33]=[CH:32][CH:31]=[N:30]3)=[CH:25][CH:24]=2)=[CH:21][CH:22]=1 |f:1.2,4.5|. Procedure: Combined formic acid (3 mL, 78 mmol), saturated aqueous KHSO4 (0.33 mL, 0.289 mmol), and (3R,3aR,6R,6aR)-6-[6-chloro-5-[4-(4-pyrazol-1-ylphenyl)phenyl]-1-(2-trimethylsilylethoxymethyl)imidazo-[4,5-b]pyridin-2-yl]oxy-2,3,3a,5,6,6a-hexahydrofuro[3,2-b]furan-3-ol (187 mg, 0.289 mmol). The reaction mixture was stirred at 60° C. overnight. The reaction mixture was cooled to 0° C. in an ice bath. The pH of the reaction mixture was adjusted to >11 by the addition of NaOH (3120 mg, 78 mmol) in water (5 ... The reactants are BrC1=C(C=C(C(=O)OC)C=C1)CC(F)(F)F (methyl 4-bromo-3-(2,2,2-trifluoroethyl)benzoate), [H-].[H-].[H-].[H-].[Li+].[Al+3] (LAH). The solvent is O1CCCC1 (tetrahydrofuran). Conditions: temperature 0 celsius, time 2 hour. Yields the product BrC1=C(C=C(C=C1)CO)CC(F)(F)F ([4-bromo-3-(2,2,2-trifluoroethyl)phenyl]methanol). Reaction SMILES: [Br:1][C:2]1[CH:11]=[CH:10][C:5]([C:6](OC)=[O:7])=[CH:4][C:3]=1[CH2:12][C:13]([F:16])([F:15])[F:14].[H-].[H-].[H-].[H-].[Li+].[Al+3]>O1CCCC1>[Br:1][C:2]1[CH:11]=[CH:10][C:5]([CH2:6][OH:7])=[CH:4][C:3]=1[CH2:12][C:13]([F:14])([F:15])[F:16] |f:1.2.3.4.5.6|. Procedure details: Into a 100-mL round-bottom flask, was placed a solution of methyl 4-bromo-3-(2,2,2-trifluoroethyl)benzoate (900 mg, 3.03 mmol, 1.00 equiv) in tetrahydrofuran (30 mL). This was followed by the addition of LAH (231 mg, 6.09 mmol, 2.00 equiv), in portions at 0° C. The resulting solution was stirred for 2 h at 0° C. The reaction was then quenched by the addition of 5 g of sodium sulfate. 10H2O. The solids were filtered out. The resulting mixture was concentrated under vacuum. This resulted in 800 mg... Starting materials: Br.BrCCC1=C(N=C2N(C1=O)CCS2)C (6-(2-bromoethyl)-2,3-dihydro-7-methyl-5H-thiazolo[3,2-a]pyrimidin-5-one monohydrobromide), FC1=C(C=CC(=C1)F)C(N1CCNCC1)=NO (1-[(2,4-difluorophenyl)(hydroxyimino)methyl]piperazine), C(O)([O-])=O.[Na+] (sodium hydrogen carbonate). Run in CC(CC(C)=O)C (4-methyl-2-pentanone). Reaction conditions: time 20 hour. Product: FC1=C(C=CC(=C1)F)C(N1CCN(CC1)CCC1=C(N=C2N(C1=O)CCS2)C)=NO (6-[2-[4-[(2,4-difluorophenyl)-(hydroxyimino)methyl]-1-piperazinyl]ethyl]-2,3-dihydro-7-methyl-5H-thiazolo[3,2-a]pyrimidin-5-one). Isolated yield 50.5%. RXN SMILES: Br.Br[CH2:3][CH2:4][C:5]1[C:10](=[O:11])[N:9]2[CH2:12][CH2:13][S:14][C:8]2=[N:7][C:6]=1[CH3:15].[F:16][C:17]1[CH:22]=[C:21]([F:23])[CH:20]=[CH:19][C:18]=1[C:24](=[N:31][OH:32])[N:25]1[CH2:30][CH2:29][NH:28][CH2:27][CH2:26]1.C(=O)([O-])O.[Na+]>CC(C)CC(=O)C>[F:16][C:17]1[CH:22]=[C:21]([F:23])[CH:20]=[CH:19][C:18]=1[C:24](=[N:31][OH:32])[N:25]1[CH2:30][CH2:29][N:28]([CH2:3][CH2:4][C:5]2[C:10](=[O:11])[N:9]3[CH2:12][CH2:13][S:14][C:8]3=[N:7][C:6]=2[CH3:15])[CH2:27][CH2:26]1 |f:0.1,3.4|. Procedure: A mixture of 8 parts of 6-(2-bromoethyl)-2,3-dihydro-7-methyl-5H-thiazolo[3,2-a]pyrimidin-5-one monohydrobromide, 4.8 parts of 1-[(2,4-difluorophenyl)(hydroxyimino)methyl]piperazine, 8 parts of sodium hydrogen carbonate and 180 parts of 4-methyl-2-pentanone was stirred for 20 hours at reflux temperature. The reaction mixture was filtered while hot and the filtrate was evaporated in vacuo. The residue was purified by column chromatography over silica gel using a mixture of trichloromethane and me... The reactants are COC(=O)C(O)C(Sc1ccccc1N)c1ccc(OC)cc1, Nc1ccccc1. Yields the product COc1ccc(C(Sc2ccccc2N)C(O)C(=O)Nc2ccccc2)cc1. Reaction SMILES: [CH3:1][O:2][C:3]([CH:4]([CH:5]([c:6]1[cH:7][cH:8][c:9]([O:12][CH3:13])[cH:10][cH:11]1)[S:14][c:15]1[c:16]([NH2:21])[cH:17][cH:18][cH:19][cH:20]1)[OH:22])=[O:23].[NH2:24][c:25]1[cH:26][cH:27][cH:28][cH:29][cH:30]1>>[C:3]([CH:4]([CH:5]([c:6]1[cH:7][cH:8][c:9]([O:12][CH3:13])[cH:10][cH:11]1)[S:14][c:15]1[c:16]([NH2:21])[cH:17][cH:18][cH:19][cH:20]1)[OH:22])(=[O:23])[NH:24][c:25]1[cH:26][cH:27][cH:28][cH:29][cH:30]1. The reactants are OC1=C(C(=O)O)C=C(C=C1)[N+](=O)[O-] (2-hydroxy-5-nitro-benzoic acid), C(C1=CC=CC=C1)O (benzyl alcohol), C1(=CC=C(C=C1)S(=O)(=O)O)C (p-toluenesulfonic acid), O (water). Solvent: C1(=CC=CC=C1)C (toluene). Product: C(C1=CC=CC=C1)OC(C1=C(C=CC(=C1)O)[N+](=O)[O-])=O (2-Nitro-5-hydroxy-benzoic acid benzyl ester). As a reaction SMILES: [OH:1][C:2]1[CH:10]=[CH:9][C:8]([N+:11]([O-:13])=[O:12])=[CH:7][C:3]=1C(O)=O.[CH2:14]([OH:21])C1C=CC=CC=1.[C:22]1([CH3:32])[CH:27]=[CH:26][C:25](S(O)(=O)=O)=[CH:24][CH:23]=1.[OH2:33]>C1(C)C=CC=CC=1>[CH2:32]([O:33][C:14](=[O:21])[C:7]1[CH:3]=[C:2]([OH:1])[CH:10]=[CH:9][C:8]=1[N+:11]([O-:13])=[O:12])[C:22]1[CH:27]=[CH:26][CH:25]=[CH:24][CH:23]=1. Reported procedure: 40 g (218.4 mmol) of 2-hydroxy-5-nitro-benzoic acid, 236.17 g (2.184 mol) of benzyl alcohol and 1 g of p-toluenesulfonic acid in 1000 ml of toluene are heated for 2 days in a water separator. It is evaporated to dryness and the residue is chromatographed on silica gel (mobile solvent: methylene chloride/hexane/acetone=15:5:1).